This data is from the Open Reaction Database (ORD), a public repository of structured organic reaction records. The task is: describe an organic reaction: reactants, conditions, products, and yield Reactants: ClC1=CC=C(OC2=C(C=CC=C2)N)C=C1 (2-(4-chlorophenoxy)phenylamine), C(=O)(OC(C)(C)C)N1CCC(CC1)=O (1-BOC-4-piperidone), C(C)(=O)O (acetic acid), C(C)(=O)O[BH-](OC(C)=O)OC(C)=O.[Na+] (sodium triacetoxyborohydride). Run in ClCCCl (DCE). Run at temperature 85 celsius. Yields the product C(C)(C)(C)OC(=O)N1CCC(CC1)NC1=C(C=CC=C1)OC1=CC=C(C=C1)Cl (4-[2-(4-chlorophenoxy)phenylamino]-piperidine-1-carboxylic acid tert-butyl ester). Yield: 67.9%. As a reaction SMILES: [Cl:1][C:2]1[CH:15]=[CH:14][C:5]([O:6][C:7]2[CH:12]=[CH:11][CH:10]=[CH:9][C:8]=2[NH2:13])=[CH:4][CH:3]=1.[C:16]([N:23]1[CH2:28][CH2:27][C:26](=O)[CH2:25][CH2:24]1)([O:18][C:19]([CH3:22])([CH3:21])[CH3:20])=[O:17].C(O)(=O)C.C(O[BH-](OC(=O)C)OC(=O)C)(=O)C.[Na+]>ClCCCl>[C:19]([O:18][C:16]([N:23]1[CH2:28][CH2:27][CH:26]([NH:13][C:8]2[CH:9]=[CH:10][CH:11]=[CH:12][C:7]=2[O:6][C:5]2[CH:14]=[CH:15][C:2]([Cl:1])=[CH:3][CH:4]=2)[CH2:25][CH2:24]1)=[O:17])([CH3:22])([CH3:20])[CH3:21] |f:3.4|. Procedure: To a solution of 2-(4-chlorophenoxy)phenylamine (900 mg, 4.10 mmol), 1-BOC-4-piperidone (1.76 g, 8.82 mmol) and acetic acid (1.32 g, 22.05 mmol) in DCE (15 ml) was added sodium triacetoxyborohydride (2.34 g, 11.04 mmol). This solution was then split into 4 microwave tubes, which were individually heated at 85° C. for 15 minutes in a CEM discover microwave (fixed hold time set to on). The contents of each tube were added to a saturated aqueous sodium bicarbonate solution (25 ml) with extraction w... The reactants are FC1=CC=C([O-])C=C1.[Na+] (sodium p-fluorophenoxide), ClP1(=NP(=NP(=N1)(Cl)Cl)(Cl)Cl)Cl (hexachlorocyclotriphosphazene), resultant product. Run in O1CCCC1 (tetrahydrofuran). Reaction conditions: temperature -78 celsius. Yields the product FC1=CC=C(OP2(=NP(=NP(=N2)(Cl)Cl)(Cl)Cl)Cl)C=C1 (p-fluorophenoxypentachlorocyclotriphosphazene). RXN SMILES: [Cl:1][P:2]1([Cl:12])[N:7]=[P:6](Cl)([Cl:8])[N:5]=[P:4]([Cl:11])([Cl:10])[N:3]=1.[F:13][C:14]1[CH:20]=[CH:19][C:17]([O-:18])=[CH:16][CH:15]=1.[Na+]>O1CCCC1>[F:13][C:14]1[CH:20]=[CH:19][C:17]([O:18][P:6]2([Cl:8])[N:7]=[P:2]([Cl:12])([Cl:1])[N:3]=[P:4]([Cl:11])([Cl:10])[N:5]=2)=[CH:16][CH:15]=1 |f:1.2|. Procedure details: 60 parts of hexachlorocyclotriphosphazene were charged into a reactor together with 500 parts of tetrahydrofuran, and the mixture cooled at -78° C. The previously prepared sodium p-fluorophenoxide solution was added dropwise and reacted as in Example 1. The resultant product was worked up as in Example 1 to yield p-fluorophenoxypentachlorocyclotriphosphazene (b.p. 107° C at 0.02 Torr). The reactants are CC(=O)c1ccc2cc(Br)ccc2c1, [Na+], [OH-], OCCO, Cc1ccc(S(=O)(=O)O)cc1, c1ccccc1. Product: CC1(c2ccc3cc(Br)ccc3c2)OCCO1. Reaction SMILES: [Br:1][c:2]1[cH:3][c:4]2[cH:5][cH:6][c:7]([C:12]([CH3:13])=[O:14])[cH:8][c:9]2[cH:10][cH:11]1.[Na+:31].[OH-:30].[OH:15][CH2:16][CH2:17][OH:18].[c:19]1([CH3:20])[cH:21][cH:22][c:23]([S:24]([OH:25])(=[O:26])=[O:27])[cH:28][cH:29]1.[cH:32]1[cH:33][cH:34][cH:35][cH:36][cH:37]1>>[Br:1][c:2]1[cH:3][c:4]2[cH:5][cH:6][c:7]([C:12]3([CH3:13])[O:14][CH2:17][CH2:16][O:15]3)[cH:8][c:9]2[cH:10][cH:11]1. Reactants: BrC1=CC=C(C=2C1=NN(N2)C2=CC=NC=C2)C2=CC=1C(C3=CC(=CC=C3C1C=C2)C2=CC=C(C1=NN(N=C12)C1=CC=NC=C1)Br)(CCCCCC)CCCCCC (2,7-bis(7-bromo-2-(pyridin-4-yl)-2H-benzo[d][1,2,3]triazol-4-yl)-9,9-dihexylfluorene), C1=CC=C(C=2SC3=C(C21)C=CC=C3)B(O)O (dibenzo[b,d]thiophen-4-ylboronic acid), C([O-])([O-])=O.[Na+].[Na+] (sodium carbonate), [OH-].[Na+] (NaOH). The reagents and catalysts are C=1C=CC(=CC1)[P](C=2C=CC=CC2)(C=3C=CC=CC3)[Pd]([P](C=4C=CC=CC4)(C=5C=CC=CC5)C=6C=CC=CC6)([P](C=7C=CC=CC7)(C=8C=CC=CC8)C=9C=CC=CC9)[P](C=1C=CC=CC1)(C=1C=CC=CC1)C=1C=CC=CC1 (tetrakis(triphenylphosphine)palladium). The solvent is O (water), C1(=CC=CC=C1)C (toluene), C(CCC)O (n-butanol), O (water). Reaction conditions: temperature 110 celsius. The product is C1(=CC=CC=2SC3=C(C21)C=CC=C3)C3=CC=C(C=2C3=NN(N2)C2=CC=NC=C2)C2=CC=3C(C1=CC(=CC=C1C3C=C2)C2=CC=C(C3=NN(N=C32)C3=CC=NC=C3)C3=CC=CC=2SC1=C(C23)C=CC=C1)(CCCCCC)CCCCCC (2,7-bis(7-(dibenzo[b,d]thiophen-1-yl)-2-(pyridin-4-yl)-2H-benzo[d][1,2,3]triazol-4-yl)-9,9-dihexyl-9H-fluorene). RXN SMILES: Br[C:2]1[C:7]2=[N:8][N:9]([C:11]3[CH:16]=[CH:15][N:14]=[CH:13][CH:12]=3)[N:10]=[C:6]2[C:5]([C:17]2[CH:29]=[CH:28][C:27]3[C:26]4[C:21](=[CH:22][C:23]([C:30]5[C:38]6[C:34](=[N:35][N:36]([C:39]7[CH:44]=[CH:43][N:42]=[CH:41][CH:40]=7)[N:37]=6)[C:33](Br)=[CH:32][CH:31]=5)=[CH:24][CH:25]=4)[C:20]([CH2:52][CH2:53][CH2:54][CH2:55][CH2:56][CH3:57])([CH2:46][CH2:47][CH2:48][CH2:49][CH2:50][CH3:51])[C:19]=3[CH:18]=2)=[CH:4][CH:3]=1.[CH:58]1[C:66]2[C:65]3[CH:67]=[CH:68][CH:69]=[CH:70][C:64]=3[S:63][C:62]=2[C:61](B(O)O)=[CH:60][CH:59]=1.C(=O)([O-])[O-].[Na+].[Na+].[OH-].[Na+]>O.C1C=CC([P]([Pd]([P](C2C=CC=CC=2)(C2C=CC=CC=2)C2C=CC=CC=2)([P](C2C=CC=CC=2)(C2C=CC=CC=2)C2C=CC=CC=2)[P](C2C=CC=CC=2)(C2C=CC=CC=2)C2C=CC=CC=2)(C2C=CC=CC=2)C2C=CC=CC=2)=CC=1.C1(C)C=CC=CC=1.C(O)CCC>[C:58]1([C:33]2[C:34]3=[N:35][N:36]([C:39]4[CH:44]=[CH:43][N:42]=[CH:41][CH:40]=4)[N:37]=[C:38]3[C:30]([C:23]3[CH:24]=[CH:25][C:26]4[C:27]5[C:19](=[CH:18][C:17]([C:5]6[C:6]7[C:7](=[N:8][N:9]([C:11]8[CH:16]=[CH:15][N:14]=[CH:13][CH:12]=8)[N:10]=7)[C:2]([C:58]7[C:66]8[C:65]9[CH:67]=[CH:68][CH:69]=[CH:70][C:64]=9[S:63][C:62]=8[CH:61]=[CH:60][CH:59]=7)=[CH:3][CH:4]=6)=[CH:29][CH:28]=5)[C:20]([CH2:52][CH2:53][CH2:54][CH2:55][CH2:56][CH3:57])([CH2:46][CH2:47][CH2:48][CH2:49][CH2:50][CH3:51])[C:21]=4[CH:22]=3)=[CH:31][CH:32]=2)[C:66]2[C:65]3[CH:67]=[CH:68][CH:69]=[CH:70][C:64]=3[S:63][C:62]=2[CH:61]=[CH:60][CH:59]=1 |f:2.3.4,5.6,^1:86,88,107,126|. Procedure details: A mixture of Intermediate E (90%, 488 mg, 0.50 mmol), dibenzo[b,d]thiophen-4-ylboronic acid (456 mg, 2.00 mmol), sodium carbonate (530 mg, 5 mmol) in water (4 mL), tetrakis(triphenylphosphine)palladium (0) (240 mg, 0.20 mmol), n-butanol (20 mL), and toluene (20 mL) was stirred and heated under argon at 110° C. for 48 hours. The reaction mixture was poured into water (200 mL), treated with 5N NaOH (25 mL), stirred for 1 hour, and extracted with dichloromethane (3×200 mL). The volatiles were remov... Starting materials: Cl, C1CCOC1, N#CC1(O)CCC2(CCCC2)CC1, O=S(Cl)Cl, c1ccncc1. The product is N#CC1=CCC2(CCCC2)CC1. Reaction SMILES: [ClH:24].[O:25]1[CH2:26][CH2:27][CH2:28][CH2:29]1.[OH:1][C:2]1([C:12]#[N:13])[CH2:3][CH2:4][C:5]2([CH2:6][CH2:7][CH2:8][CH2:9]2)[CH2:10][CH2:11]1.[S:20]([Cl:21])([Cl:22])=[O:23].[cH:14]1[cH:15][cH:16][n:17][cH:18][cH:19]1>>[C:2]1([C:12]#[N:13])=[CH:3][CH2:4][C:5]2([CH2:6][CH2:7][CH2:8][CH2:9]2)[CH2:10][CH2:11]1. Reactants: FC(C1=CC=C(C=C1)C=1C(=CC=CC1)C(=O)O)(F)F (4'-trifluoromethyl-biphenyl-2-carboxylic acid), C(C)(C)(C)OC(=O)N1CC2=CC=C(C=C2CC1)N (6-amino-3,4-dihydro-1H-isoquinoline-2-caboxyiic acid tert-butyl ester), CCN=C=NCCCN(C)C.Cl (EDCl). The reagents and catalysts are CN(C)C=1C=CN=CC1 (DMAP). The solvent is C(Cl)Cl (methylene chloride). Yields the product C(C)(C)(C)OC(=O)N1CC2=CC=C(C=C2CC1)NC(=O)C=1C(=CC=CC1)C1=CC=C(C=C1)C(F)(F)F (6-[(4'-Trifluoromethyl-biphenyl-2-carbonyl)-amino]-3,4-dihydro-1H-isoquinoline-2-carboxylic acid tert-butyl ester). Isolated yield 97.2%. Reaction SMILES: [F:1][C:2]([F:19])([F:18])[C:3]1[CH:8]=[CH:7][C:6]([C:9]2[C:10]([C:15]([OH:17])=O)=[CH:11][CH:12]=[CH:13][CH:14]=2)=[CH:5][CH:4]=1.[C:20]([O:24][C:25]([N:27]1[CH2:36][CH2:35][C:34]2[C:29](=[CH:30][CH:31]=[C:32]([NH2:37])[CH:33]=2)[CH2:28]1)=[O:26])([CH3:23])([CH3:22])[CH3:21].CCN=C=NCCCN(C)C.Cl>CN(C1C=CN=CC=1)C.C(Cl)Cl>[C:20]([O:24][C:25]([N:27]1[CH2:36][CH2:35][C:34]2[C:29](=[CH:30][CH:31]=[C:32]([NH:37][C:15]([C:10]3[C:9]([C:6]4[CH:5]=[CH:4][C:3]([C:2]([F:1])([F:19])[F:18])=[CH:8][CH:7]=4)=[CH:14][CH:13]=[CH:12][CH:11]=3)=[O:17])[CH:33]=2)[CH2:28]1)=[O:26])([CH3:23])([CH3:21])[CH3:22] |f:2.3|. Procedure details: 7.6 g (29 mmol) of 4'-trifluoromethyl-biphenyl-2-carboxylic acid, 7.1 g (29 mmol) of 6-amino-3,4-dihydro-1H-isoquinoline-2-caboxyiic acid tert-butyl ester, 100 mg of DMAP and 6.1 g (32 mmol) of EDCl were mixed in 130 ml of methylene chloride for 12 hrs. Reaction was extracted with 2×150 ml 1N HCl, 2×150 ml 1N NaOH, 150 ml water, brine and concentrated to yield 14 g of a beige foam. Reactants: C(C)(C)C1=C(C=CC=C1)O (o-isopropylphenol), ClCC(C)=O (chloroacetone), C([O-])([O-])=O.[K+].[K+] (potassium carbonate). The reagents and catalysts are [I-].[K+] (potassium iodide). Run in CC(=O)C (acetone). Conditions: time 6 hour. Product: C(C)(C)C1=C(OCC(C)=O)C=CC=C1 (2-isopropylphenoxyacetone). Yield: 112.2%. Reaction SMILES: [CH:1]([C:4]1[CH:9]=[CH:8][CH:7]=[CH:6][C:5]=1[OH:10])([CH3:3])[CH3:2].Cl[CH2:12][C:13](=[O:15])[CH3:14].C(=O)([O-])[O-].[K+].[K+]>[I-].[K+].CC(C)=O>[CH:1]([C:4]1[CH:9]=[CH:8][CH:7]=[CH:6][C:5]=1[O:10][CH2:12][C:13](=[O:15])[CH3:14])([CH3:3])[CH3:2] |f:2.3.4,5.6|. Procedure: A mixture consisting of 24.0 g of o-isopropylphenol, 17.0 g of chloroacetone, 30 g of potassium carbonate, 1.0 g of potassium iodide and 150 ml of acetone was heated at reflux with stirring for 6 hr. The reaction mixture was concentrated under reduced pressure; the condensate was extracted with ethyl acetate; the ethyl acetate layer was washed consecutively with 5% aqueous solution of sodium hydroxide, water and saturated saline, and thereafter dried with anhydrous sodium sulfate. The solvent wa...